Dataset: the Open Reaction Database (ORD), a public repository of structured organic reaction records. Task: describe an organic reaction: reactants, conditions, products, and yield Starting materials: FC1=C(C(=CC=C1)F)N1C(C=C(C=C1C)O)=O (1-(2,6-difluorophenyl)-4-hydroxy-6-methylpyridin-2(1H)-one), C1CC(=O)N(C1=O)Cl (NCS). Run in ClCCl (dichloromethane). Reaction conditions: time 4.5 hour. Product: ClC=1C(N(C(=CC1O)C)C1=C(C=CC=C1F)F)=O (3-chloro-1-(2,6-difluorophenyl)-4-hydroxy-6-methylpyridin-2(1H)-one). Isolated yield 79.2%. Reaction SMILES: [F:1][C:2]1[CH:7]=[CH:6][CH:5]=[C:4]([F:8])[C:3]=1[N:9]1[C:14]([CH3:15])=[CH:13][C:12]([OH:16])=[CH:11][C:10]1=[O:17].C1C(=O)N([Cl:25])C(=O)C1>ClCCl>[Cl:25][C:11]1[C:10](=[O:17])[N:9]([C:3]2[C:4]([F:8])=[CH:5][CH:6]=[CH:7][C:2]=2[F:1])[C:14]([CH3:15])=[CH:13][C:12]=1[OH:16]. Procedure: To a mixture of 1-(2,6-difluorophenyl)-4-hydroxy-6-methylpyridin-2(1H)-one (0.30 g, 1.26 mmol) in dichloromethane (5 mL) was added NCS (2.52 g, 1.90 mmol). The reaction mixture stirred at room temperature under nitrogen for 4.5 hours. The suspension was cooled in ice bath, filtered, and the solid was rinsed with fresh dichloromethane to afford the desired product (0.271 g, 79%) as a white solid. 1H-NMR (CD3OD, 400 MHz) δ 7.58 (m, 1H), 7.22 (m, 2H), 6.20 (s 1H), 2.00 (s, 3H); ES-HRMS m/z 272.0287... Reactants: Cl.C1(CCCC1)N1NC(=C2C1=NC(=NC2=O)C2=CC=C(C=C2)N)CC (1-cyclopentyl-3-ethyl-6-(4-aminophenyl)pyrazolo[3,4-d]pyrimidin-4-one hydrochloride), O (water), CS(=O)(=O)Cl (methanesulfonyl chloride). Solvent: N1=CC=CC=C1 (pyridine). Conditions: time 2 day. The product is C (DARCO), C1(CCCC1)N1NC(=C2C1=NC(=NC2=O)C2=CC=C(C=C2)NS(=O)(=O)C)CC (1-cyclopentyl-3-ethyl-6-[4-(methylsulfonylamino)phenyl]pyrazolo[3,4-d]pyrimidin-4-one). Isolated yield 143.6%. As a reaction SMILES: Cl.[CH:2]1([N:7]2[C:11]3=[N:12][C:13]([C:17]4[CH:22]=[CH:21][C:20]([NH2:23])=[CH:19][CH:18]=4)=[N:14][C:15](=[O:16])[C:10]3=[C:9]([CH2:24][CH3:25])[NH:8]2)[CH2:6][CH2:5][CH2:4][CH2:3]1.[CH3:26][S:27](Cl)(=[O:29])=[O:28].O>N1C=CC=CC=1>[CH4:2].[CH:2]1([N:7]2[C:11]3=[N:12][C:13]([C:17]4[CH:18]=[CH:19][C:20]([NH:23][S:27]([CH3:26])(=[O:29])=[O:28])=[CH:21][CH:22]=4)=[N:14][C:15](=[O:16])[C:10]3=[C:9]([CH2:24][CH3:25])[NH:8]2)[CH2:6][CH2:5][CH2:4][CH2:3]1 |f:0.1|. Reported procedure: To a mixture of 1-cyclopentyl-3-ethyl-6-(4-aminophenyl)pyrazolo[3,4-d]pyrimidin-4-one hydrochloride 1/3 hydrate (0.61 g, 1.7 mmol) in dry pyridine (20 ml) in an ice bath was added methanesulfonyl chloride (0.49 g, 4.25 mmol). The reaction mixture was stirred at room temperature for about two days, the solvent was stripped to dryness and the residue was treated with water. The product was collected by filtration and recrystallized from ethanol, after DARCO® treatment, to afford 0.49 g (72%) of 1-...